This data is from the Open Reaction Database (ORD), a public repository of structured organic reaction records. The task is: describe an organic reaction: reactants, conditions, products, and yield Starting materials: CC(CO)CCCC(C)C1C(=O)CC2C3CC=C4CC(O)CCC4(C)C3CCC21C, Cc1ccc(S(=O)(=O)Cl)cc1. Yields the product Cc1ccc(S(=O)(=O)OCC(C)CCCC(C)C2C(=O)CC3C4CC=C5CC(O)CCC5(C)C4CCC32C)cc1. Reaction SMILES: [O:1]=[C:2]1[CH:3]([CH:4]([CH2:5][CH2:6][CH2:7][CH:8]([CH2:9][OH:10])[CH3:11])[CH3:12])[C:13]2([CH3:30])[CH2:14][CH2:15][CH:16]3[C:17]4([CH3:29])[CH2:18][CH2:19][CH:20]([OH:28])[CH2:21][C:22]4=[CH:23][CH2:24][CH:25]3[CH:26]2[CH2:27]1.[c:31]1([CH3:41])[cH:32][cH:33][c:34]([S:37](=[O:38])(=[O:39])[Cl:40])[cH:35][cH:36]1>>[O:1]=[C:2]1[CH:3]([CH:4]([CH2:5][CH2:6][CH2:7][CH:8]([CH2:9][O:10][S:37]([c:34]2[cH:33][cH:32][c:31]([CH3:41])[cH:36][cH:35]2)(=[O:38])=[O:39])[CH3:11])[CH3:12])[C:13]2([CH3:30])[CH2:14][CH2:15][CH:16]3[C:17]4([CH3:29])[CH2:18][CH2:19][CH:20]([OH:28])[CH2:21][C:22]4=[CH:23][CH2:24][CH:25]3[CH:26]2[CH2:27]1. Reactants: O1C(=NC2=C1C=CC=C2)N(C)CCOC2=CC=C(C=C2)CC(C(=O)OCC)OC (Ethyl 3-[4-[2-[N-(2-benzoxazolyl)-N-methylamino]ethoxy]phenyl]-2-methoxypropanoate), [OH-].[Na+] (Sodium hydroxide), [OH-].[Na+] (sodium hydroxide). The solvent is O (water), CC(=O)C (acetone). The product is O1C(=NC2=C1C=CC=C2)N(C)CCOC2=CC=C(C=C2)CC(C(=O)O)OC ((+)3-[4-[2-[N-(2-benzoxazolyl)-N-methylamino]ethoxy]phenyl]-2-methoxypropanoic acid). Yield: 76.4%. Reaction SMILES: [O:1]1[C:5]2[CH:6]=[CH:7][CH:8]=[CH:9][C:4]=2[N:3]=[C:2]1[N:10]([CH2:12][CH2:13][O:14][C:15]1[CH:20]=[CH:19][C:18]([CH2:21][CH:22]([O:28][CH3:29])[C:23]([O:25]CC)=[O:24])=[CH:17][CH:16]=1)[CH3:11].[OH-].[Na+]>O.CC(C)=O>[O:1]1[C:5]2[CH:6]=[CH:7][CH:8]=[CH:9][C:4]=2[N:3]=[C:2]1[N:10]([CH2:12][CH2:13][O:14][C:15]1[CH:20]=[CH:19][C:18]([CH2:21][CH:22]([O:28][CH3:29])[C:23]([OH:25])=[O:24])=[CH:17][CH:16]=1)[CH3:11] |f:1.2|. Procedure: Lipase from Rhizopus delemar (300 mg, ex Biocatalysts Ltd.) was stirred in deionised water (125 ml) and the pH of the mixture adjusted to 7.0. To this mixture, at ambient temperature (23° C.), was added a solution of methyl 3-[4-[2-[N-(2-benzoxazolyl)-N-methylamino]ethoxy]phenyl]-2-methoxypropanoate (690 mg) (enantiomer ratio 8:92 as prepared in example 1) in acetone (5 ml). The resulting reaction mixture was stirred at ambient temperature and pH 7.0 was maintained by autotitration with 0.1M sod...